describe an organic reaction: reactants, conditions, products, and yield From a dataset of the Open Reaction Database (ORD), a public repository of structured organic reaction records. RXN SMILES: [NH2:1][N:2]1[C:7](=[O:8])[C:6]([C:9]2[CH:14]=[CH:13][CH:12]=[CH:11][CH:10]=2)=[N:5][N:4]=[C:3]1[S:15][CH3:16].[CH3:17]I.[OH-].[Na+]>[Br-].C([N+](CCCC)(CCCC)CCCC)CCC.C1(C)C=CC=CC=1>[CH3:17][NH:1][N:2]1[C:7](=[O:8])[C:6]([C:9]2[CH:14]=[CH:13][CH:12]=[CH:11][CH:10]=2)=[N:5][N:4]=[C:3]1[S:15][CH3:16] |f:2.3,4.5|. Isolated yield 67.4%. Procedure details: A two-phase mixture of 35.1 g (0.15 mole) of 4-amino-3-methylthio-6-phenyl-4H-1,2,4-triazin-5-one, 24.4 ml (0.375 mole) of methyl iodide, 5 g of tetrabutylammonium bromide, 200 ml of toluene and 60 ml of a 50% solution of sodium hydroxide is efficiently stirred for 2 hours, the temperature rising from 20° to 40° C. The organic phase is separated and filtered over silica gel. Evaporation of the filtrate yields 25.1 g (67.5% of theory) of 4-methylamino-3-methylthio-6-phenyl-4H-1,2,4-triazin-5-one ... Conditions: time 2 hour. Starting materials: NN1C(=NN=C(C1=O)C1=CC=CC=C1)SC (4-amino-3-methylthio-6-phenyl-4H-1,2,4-triazin-5-one), CI (methyl iodide), solution, [OH-].[Na+] (sodium hydroxide). The reagents and catalysts are [Br-].C(CCC)[N+](CCCC)(CCCC)CCCC (tetrabutylammonium bromide). Run in C1(=CC=CC=C1)C (toluene). Product: CNN1C(=NN=C(C1=O)C1=CC=CC=C1)SC (4-methylamino-3-methylthio-6-phenyl-4H-1,2,4-triazin-5-one).